The task is: describe an organic reaction: reactants, conditions, products, and yield. This data is from the Open Reaction Database (ORD), a public repository of structured organic reaction records. Reactants: COC1=C(C=C(C=C1C)NC1(CCC1)CC(=O)OCC)C (ethyl 2-(1-(4-methoxy-3,5-dimethylphenylamino)cyclobutyl)acetate), [OH-].[Na+] (NaOH). The solvent is CCO (EtOH). Run at time 8 hour. Product: COC1=C(C=C(C=C1C)NC1(CCC1)CC(=O)O)C (2-(1-(4-methoxy-3,5-dimethylphenylamino)-cyclobutyl)acetic acid). The yield is 71.9%. Reaction SMILES: [CH3:1][O:2][C:3]1[C:8]([CH3:9])=[CH:7][C:6]([NH:10][C:11]2([CH2:15][C:16]([O:18]CC)=[O:17])[CH2:14][CH2:13][CH2:12]2)=[CH:5][C:4]=1[CH3:21].[OH-].[Na+]>CCO>[CH3:1][O:2][C:3]1[C:8]([CH3:9])=[CH:7][C:6]([NH:10][C:11]2([CH2:15][C:16]([OH:18])=[O:17])[CH2:14][CH2:13][CH2:12]2)=[CH:5][C:4]=1[CH3:21] |f:1.2|. Reported procedure: To a solution of ethyl 2-(1-(4-methoxy-3,5-dimethylphenylamino)cyclobutyl)acetate (1 g) in EtOH was added an aqueous solution of NaOH (2.5 g). The mixture was stirred at room temperature overnight, concentrated and water was added to the residue. After addition of HCl to adjust the pH 2-3, the solution was then washed with ethyl acetate (3×20 mL). The organic layer was dried over Na2SO4 and the solvent was removed by evaporation to give 2-(1-(4-methoxy-3,5-dimethylphenylamino)-cyclobutyl)acetic ... Product: NC1(CCC1)C1=CC=C(C=C1)C1=NC=2N(C=C1C1=CC=CC=C1)N=C(N2)N (5-[4-(1-Amino-cyclobutyl)-phenyl]-6-phenyl-[1,2,4]triazolo[1,5-a]pyrimidin-2-ylamine). Run at time 3 hour. The solvent is C(Cl)Cl (DCM). Starting materials: C(C)(C)(C)OC(NC1(CCC1)C1=CC=C(C=C1)C1=NC=2N(C=C1C1=CC=CC=C1)N=C(N2)N)=O ({1-[4-(2-Amino-6-phenyl-[1,2,4]triazolo[1,5-a]pyrimidin-5-yl)-phenyl]-cyclobutyl}-carbamic Acid Tert-butyl Ester), C(=O)(C(F)(F)F)O (TFA). Procedure: To the solution of 6-1 (46 mg, 0.1 mmol) in 1 mL of DCM was added TFA (1 mL) and the mixture was stirred at room temperature for 3 h. The mixture was concentrated by evaporation and the residue was purified by prep.HPLC to give the product 6-2. As a reaction SMILES: C(OC(=O)[NH:7][C:8]1([C:12]2[CH:17]=[CH:16][C:15]([C:18]3[C:23]([C:24]4[CH:29]=[CH:28][CH:27]=[CH:26][CH:25]=4)=[CH:22][N:21]4[N:30]=[C:31]([NH2:33])[N:32]=[C:20]4[N:19]=3)=[CH:14][CH:13]=2)[CH2:11][CH2:10][CH2:9]1)(C)(C)C.C(O)(C(F)(F)F)=O>C(Cl)Cl>[NH2:7][C:8]1([C:12]2[CH:13]=[CH:14][C:15]([C:18]3[C:23]([C:24]4[CH:29]=[CH:28][CH:27]=[CH:26][CH:25]=4)=[CH:22][N:21]4[N:30]=[C:31]([NH2:33])[N:32]=[C:20]4[N:19]=3)=[CH:16][CH:17]=2)[CH2:11][CH2:10][CH2:9]1. Procedure details: In a microwave vial, 6-bromo-5-methoxypyridine-2-carbonitrile (15-1 or 9-2, 200 mg, 0.94 mmol, 1.0 equiv), potassium trifluoro(isopropenyl)borate (Molander, Gary A., J. Am. Chem. Soc. Commun. 2003, 125, 11148-11149.) (347 mg, 2.35 mmol, 2.5 equiv), tricyclohexylphosphine (52.7 mg, 0.19 mmol, 0.2 equiv), palladium(II) acetate (21.1 mg, 0.09 mmol, 0.1 equiv), and tripotassium phosphate (697 mg, 3.29 mmol, 3.5 equiv) were suspended in toluene (10 mL) and water (0.5 mL). The reaction mixture was hea... Reaction conditions: temperature 130 celsius. The solvent is C1(=CC=CC=C1)C (toluene), O (water). As a reaction SMILES: Br[C:2]1[N:7]=[C:6]([C:8]#[N:9])[CH:5]=[CH:4][C:3]=1[O:10][CH3:11].[CH:12]1(P(C2CCCCC2)C2CCCCC2)[CH2:17]CCC[CH2:13]1.P([O-])([O-])([O-])=O.[K+].[K+].[K+]>C1(C)C=CC=CC=1.O.C([O-])(=O)C.[Pd+2].C([O-])(=O)C>[C:12]([C:2]1[N:7]=[C:6]([C:8]#[N:9])[CH:5]=[CH:4][C:3]=1[O:10][CH3:11])([CH3:17])=[CH2:13] |f:2.3.4.5,8.9.10|. Yields the product C(=C)(C)C1=C(C=CC(=N1)C#N)OC (6-Isopropenyl-5-methoxypyridine-2-carbonitrile). Reactants: BrC1=C(C=CC(=N1)C#N)OC (6-bromo-5-methoxypyridine-2-carbonitrile), P(=O)([O-])([O-])[O-].[K+].[K+].[K+] (tripotassium phosphate), potassium trifluoro(isopropenyl)borate, C1(CCCCC1)P(C1CCCCC1)C1CCCCC1 (tricyclohexylphosphine). Reagents/catalysts: C(C)(=O)[O-].[Pd+2].C(C)(=O)[O-] (palladium(II) acetate).